From a dataset of the Open Reaction Database (ORD), a public repository of structured organic reaction records. describe an organic reaction: reactants, conditions, products, and yield Reactants: Oc1ccc(C(=C2CCCCCCC2)c2ccc(Br)cc2)cc1, O=C([O-])[O-], C1CCOC1, [Na+], [Na+], O, Cl[Pd]Cl, c1ccc(P(c2ccccc2)c2ccccc2)cc1, c1ccc(P(c2ccccc2)c2ccccc2)cc1, OB(O)c1ccoc1. Yields the product Oc1ccc(C(=C2CCCCCCC2)c2ccc(-c3ccoc3)cc2)cc1. Reaction SMILES: [Br:1][c:2]1[cH:3][cH:4][c:5]([C:8]([c:9]2[cH:10][cH:11][c:12]([OH:15])[cH:13][cH:14]2)=[C:16]2[CH2:17][CH2:18][CH2:19][CH2:20][CH2:21][CH2:22][CH2:23]2)[cH:6][cH:7]1.[C:32](=[O:33])([O-:34])[O-:35].[CH2:79]1[O:80][CH2:81][CH2:82][CH2:83]1.[Na+:36].[Na+:37].[OH2:84].[Pd:38]([Cl:39])[Cl:40].[c:41]1([P:42]([c:43]2[cH:44][cH:45][cH:46][cH:47][cH:48]2)[c:49]2[cH:50][cH:51][cH:52][cH:53][cH:54]2)[cH:55][cH:56][cH:57][cH:58][cH:59]1.[c:60]1([P:61]([c:62]2[cH:63][cH:64][cH:65][cH:66][cH:67]2)[c:68]2[cH:69][cH:70][cH:71][cH:72][cH:73]2)[cH:74][cH:75][cH:76][cH:77][cH:78]1.[o:24]1[cH:25][c:26]([B:29]([OH:30])[OH:31])[cH:27][cH:28]1>>[c:2]1(-[c:26]2[cH:25][o:24][cH:28][cH:27]2)[cH:3][cH:4][c:5]([C:8]([c:9]2[cH:10][cH:11][c:12]([OH:15])[cH:13][cH:14]2)=[C:16]2[CH2:17][CH2:18][CH2:19][CH2:20][CH2:21][CH2:22][CH2:23]2)[cH:6][cH:7]1. Starting materials: [BH4-].[Na+] (NaBH4), C(C)(=O)C=1OC=CC1Cl (2-Acetyl-3-chloro-furan), OC(C)C=1OC=CC1Cl (2-(1-hydroxyethyl)-3-chloro-furan), BrBr (bromine). Solvent: CO (methanol), O (water). Run at temperature 25 celsius, time 30 minute. Yields the product CC1=C(C(=O)C=CO1)O (maltol). RXN SMILES: [C:1]([C:4]1[O:5][CH:6]=[CH:7][C:8]=1Cl)(=[O:3])[CH3:2].[BH4-].[Na+].[OH:12]C(C1OC=CC=1Cl)C.BrBr>CO.O>[CH3:8][C:4]1[O:5][CH:6]=[CH:7][C:2](=[O:12])[C:1]=1[OH:3] |f:1.2|. Procedure: 2-Acetyl-3-chloro-furan (1.0 g, 7 mmoles) in 30 ml methanol was cooled to 10° C. and 0.065 g, (1.7 mmoles) of NaBH4 added in one portion. After stirring for 30 minutes at 25° C., the solution was treated with 15 ml of water and cooled to 5° C. To the formed 2-(1-hydroxyethyl)-3-chloro-furan was then added 1.1 g (7 mmoles) of bromine, dropwise and with cooling. After the addition was complete the reaction was heated to 95° C. for 2 hours, distilling off a portion of the methanol. The reaction was... The reactants are O (water), C(C1=CC=CC=C1)OCCC(CC1COC2=C(C=CC(=C2C1S(=O)(=O)C1=CC=C(C=C1)Cl)F)F)=O (4-Benzyloxy-1-[4-(4-chloro-benzenesulfonyl)-5,8-difluoro-chroman-3-yl]-butan-2-one), C(CO)O (ethylene glycol), C=1(C(=CC=CC1)S(=O)(=O)O)C (toluene sulfonic acid). Run in C(C)(=O)OCC (Ethyl acetate), C1(=CC=CC=C1)C (toluene). The product is C(C1=CC=CC=C1)OCCC1(OCCO1)CC1COC2=C(C=CC(=C2C1S(=O)(=O)C1=CC=C(C=C1)Cl)F)F (3-[2-(2-Benzyloxy-ethyl)-[1, 3]dioxolan-2-ylmethyl]-4-(4-chloro-benzene-sulfonyl)-5,8-difluoro-chroman). As a reaction SMILES: [CH2:1]([O:8][CH2:9][CH2:10][C:11](=[O:35])[CH2:12][CH:13]1[CH:22]([S:23]([C:26]2[CH:31]=[CH:30][C:29]([Cl:32])=[CH:28][CH:27]=2)(=[O:25])=[O:24])[C:21]2[C:16](=[C:17]([F:34])[CH:18]=[CH:19][C:20]=2[F:33])[O:15][CH2:14]1)[C:2]1[CH:7]=[CH:6][CH:5]=[CH:4][CH:3]=1.[CH2:36](O)[CH2:37][OH:38].C1(C)C(S(O)(=O)=O)=CC=CC=1.O>C1(C)C=CC=CC=1.C(OCC)(=O)C>[CH2:1]([O:8][CH2:9][CH2:10][C:11]1([CH2:12][CH:13]2[CH:22]([S:23]([C:26]3[CH:27]=[CH:28][C:29]([Cl:32])=[CH:30][CH:31]=3)(=[O:25])=[O:24])[C:21]3[C:16](=[C:17]([F:34])[CH:18]=[CH:19][C:20]=3[F:33])[O:15][CH2:14]2)[O:38][CH2:37][CH2:36][O:35]1)[C:2]1[CH:3]=[CH:4][CH:5]=[CH:6][CH:7]=1. Reported procedure: 4-Benzyloxy-1-[4-(4-chloro-benzenesulfonyl)-5,8-difluoro-chroman-3-yl]-butan-2-one (10 g, 19.2 mmole), ethylene glycol (20 ml) and toluene sulfonic acid (1 g) were dissolved in 300 ml toluene. The reaction was refluxed for four hours with a Dean-Stark trap. The reaction was cooled to room temperature and 200 ml water and 200 ml EtOAc were added. The organic layer washed with brine (2×50 ml), dried over Na2SO4 and concentrated. The residue was purified by column chromatography (EtOAc/hexane from ...